This data is from the Open Reaction Database (ORD), a public repository of structured organic reaction records. The task is: describe an organic reaction: reactants, conditions, products, and yield Reactants: NC=1C=C(C=NC1N)C=1C=CC2=C(CN(CCO2)C(=O)OC(C)(C)C)C1 (1,1-dimethylethyl 7-(5,6-diaminopyridin-3-yl)-2,3-dihydro-1,4-benzoxazepine-4(5H)-carboxylate), COC(=O)NC(SC)=NC(=O)OC (1,3-bis(methoxycarbonyl)-2-methyl-2-thiopseudourea). Solvent: C(C)(=O)O (acetic acid). Conditions: temperature 65 celsius. The product is COC(=O)NC=1NC=2C(=NC=C(C2)C=2C=CC3=C(CN(CCO3)C(=O)OC(C)(C)C)C2)N1 (1,1-dimethylethyl 7-(2-{[(methyloxy)carbonyl]amino}-1H-imidazo[4,5-b]pyridin-6-yl)-2,3-dihydro-1,4-benzoxazepine-4(5H)-carboxylate). The yield is 84.5%. RXN SMILES: [NH2:1][C:2]1[CH:3]=[C:4]([C:9]2[CH:10]=[CH:11][C:12]3[O:18][CH2:17][CH2:16][N:15]([C:19]([O:21][C:22]([CH3:25])([CH3:24])[CH3:23])=[O:20])[CH2:14][C:13]=3[CH:26]=2)[CH:5]=[N:6][C:7]=1[NH2:8].[CH3:27][O:28][C:29]([NH:31][C:32](=NC(OC)=O)SC)=[O:30]>C(O)(=O)C>[CH3:27][O:28][C:29]([NH:31][C:32]1[NH:1][C:2]2[C:7]([N:8]=1)=[N:6][CH:5]=[C:4]([C:9]1[CH:10]=[CH:11][C:12]3[O:18][CH2:17][CH2:16][N:15]([C:19]([O:21][C:22]([CH3:23])([CH3:25])[CH3:24])=[O:20])[CH2:14][C:13]=3[CH:26]=1)[CH:3]=2)=[O:30]. Reported procedure: To a solution of 1,1-dimethylethyl 7-(5,6-diaminopyridin-3-yl)-2,3-dihydro-1,4-benzoxazepine-4(5H)-carboxylate (0.51 g, 1.4 mmol) in acetic acid (5 mL) was added 1,3-bis(methoxycarbonyl)-2-methyl-2-thiopseudourea (0.3 g, 1.4 mmol). The reaction mixture was heated 65° C. for 18 h and then concentrated. The resulting residue was suspended in water and basified with portion wise addition of solid sodium bicarbonate. After complete neutralization of the aqueous mixture the insoluble solid was collec... Reactants: COC(=O)c1c(C#N)nc(N2CCCCC2CNC(=O)OC(C)(C)C)nc1Nc1cccc(C)c1, CCO, Cl. Yields the product Cc1cccc(Nc2nc(N3CCCCC3CNC(=O)OC(C)(C)C)nc3c2C(=O)NC3)c1. RXN SMILES: [C:1]([CH3:2])([CH3:3])([CH3:4])[O:5][C:6](=[O:7])[NH:8][CH2:9][CH:10]1[N:11]([c:16]2[n:17][c:18]([NH:28][c:29]3[cH:30][c:31]([CH3:35])[cH:32][cH:33][cH:34]3)[c:19]([C:24](=[O:25])[O:26][CH3:27])[c:20]([C:22]#[N:23])[n:21]2)[CH2:12][CH2:13][CH2:14][CH2:15]1.[CH3:37][CH2:38][OH:39].[ClH:36]>>[C:1]([CH3:2])([CH3:3])([CH3:4])[O:5][C:6](=[O:7])[NH:8][CH2:9][CH:10]1[N:11]([c:16]2[n:17][c:18]([NH:28][c:29]3[cH:30][c:31]([CH3:35])[cH:32][cH:33][cH:34]3)[c:19]3[c:20]([n:21]2)[CH2:22][NH:23][C:24]3=[O:25])[CH2:12][CH2:13][CH2:14][CH2:15]1. Starting materials: O (water), [OH-].[Na+] (NaOH), C(=O)(Cl)Cl (phosgene), C1(=CC=CC=C1)O (phenol), C1(=CC=CC=C1)O (phenol), [OH-].[Na+] (NaOH), [OH-].[Na+] (NaOH), C1(=CC=CC=C1)O (phenol), [OH-].[Na+] (NaOH). Run in C(Cl)Cl (methylene chloride). Conditions: temperature 33 celsius. Yields the product C(OC1=CC=CC=C1)(OC1=CC=CC=C1)=O (diphenyl carbonate). The yield is 99.9%. Reaction SMILES: [OH2:1].[OH-].[Na+].[C:4]1([OH:10])[CH:9]=[CH:8][CH:7]=[CH:6][CH:5]=1.[C:11](Cl)(Cl)=[O:12]>C(Cl)Cl>[C:11](=[O:12])([O:1][C:4]1[CH:9]=[CH:8][CH:7]=[CH:6][CH:5]=1)[O:10][C:4]1[CH:9]=[CH:8][CH:7]=[CH:6][CH:5]=1 |f:1.2|. Reported procedure: A mixture comprising 103 kg/hour of deionised water, 42.2 kg/hour 50% NaOH and 48.3 kg/hour phenol was continuously combined with a solution comprising 86.2 kg/hour methylene chloride and 27.5 kg/hour phosgene (8 mol % excess with respect to phenol) in a vertical, cooled tubular reactor. The reaction mixture was cooled to a temperature of 33° C., and a pH of 11.5 was measured after an average residence time of 15 seconds. 5.4 kg/hour of 50% NaOH were then added to said reaction mixture in the se... Reactants: COC(C(COC)NC(=O)OCC1=CC=CC=C1)=O (Methyl-2-(Carbobenzyloxyamino)-3-Methoxypropionate), C(=O)([O-])[O-].[K+].[K+] (K2CO3). The solvent is CO (methanol). Run at time 8 hour. Product: C(=O)(OCC1=CC=CC=C1)NC(C(=O)O)COC (2-(Carbobenzyloxyamino)-3-Methoxypropionic Acid). Yield: 94.6%. RXN SMILES: C[O:2][C:3](=[O:19])[CH:4]([NH:8][C:9]([O:11][CH2:12][C:13]1[CH:18]=[CH:17][CH:16]=[CH:15][CH:14]=1)=[O:10])[CH2:5][O:6][CH3:7].C([O-])([O-])=O.[K+].[K+]>CO>[C:9]([NH:8][CH:4]([CH2:5][O:6][CH3:7])[C:3]([OH:19])=[O:2])([O:11][CH2:12][C:13]1[CH:18]=[CH:17][CH:16]=[CH:15][CH:14]=1)=[O:10] |f:1.2.3|. Reported procedure: Compound 10 (0.58 g) was dissolved in 80% aqueous methanol (3.0 mL). To this solution was added anhydrous K2CO3 (0.5 g) and the reaction mixture was stirred at room temperature (8 hours). The methanol was evaporated in vacuo and the residue suspended in water (50 mL). The aqueous suspension was washed with ethyl ether (2×25 mL) and then acidified to pH 3.0 using 5N HCl. The acidified aqueous phase was extracted with ethyl acetate (3×25 mL). The ethyl acetate extracts were combined, dried (Na2SO4...